From a dataset of the Open Reaction Database (ORD), a public repository of structured organic reaction records. describe an organic reaction: reactants, conditions, products, and yield RXN SMILES: [CH:1]([c:2]1[cH:3][cH:4][cH:5][cH:6][cH:7]1)([c:8]1[cH:9][cH:10][cH:11][cH:12][cH:13]1)[CH:14]1[O:15][CH2:16][CH2:17][CH:18]([O:20][S:21]([CH3:22])(=[O:23])=[O:24])[CH2:19]1.[N-:26]=[N+:27]=[N-:28].[Na+:25].[O:29]=[CH:30][N:31]([CH3:32])[CH3:33]>>[CH:1]([c:2]1[cH:3][cH:4][cH:5][cH:6][cH:7]1)([c:8]1[cH:9][cH:10][cH:11][cH:12][cH:13]1)[CH:14]1[O:15][CH2:16][CH2:17][CH:18]([N:26]=[N+:27]=[N-:28])[CH2:19]1. Reactants: CS(=O)(=O)OC1CCOC(C(c2ccccc2)c2ccccc2)C1, [N-]=[N+]=[N-], [Na+], CN(C)C=O. The product is [N-]=[N+]=NC1CCOC(C(c2ccccc2)c2ccccc2)C1. Starting materials: Cl.C(C)OC(CN)=O (glycine ethyl ester hydrochloric acid), C(C1=CC=CC=C1)OCC(=O)Cl (benzyloxyacetylchloride). Reagents/catalysts: CN(C1=CC=NC=C1)C (4-dimethylaminopyridine). The solvent is C(Cl)Cl (methylene chloride), C(Cl)Cl (methylene chloride). Reaction conditions: time 10 minute. Yields the product C(C)OC(CNC(COCC1=CC=CC=C1)=O)=O (N-benzyloxyacetylglycine ethyl ester). The yield is 100.0%. As a reaction SMILES: Cl.[CH2:2]([O:4][C:5](=[O:8])[CH2:6][NH2:7])[CH3:3].[CH2:9]([O:16][CH2:17][C:18](Cl)=[O:19])[C:10]1[CH:15]=[CH:14][CH:13]=[CH:12][CH:11]=1>C(Cl)Cl.CN(C)C1C=CN=CC=1>[CH2:2]([O:4][C:5](=[O:8])[CH2:6][NH:7][C:18](=[O:19])[CH2:17][O:16][CH2:9][C:10]1[CH:15]=[CH:14][CH:13]=[CH:12][CH:11]=1)[CH3:3] |f:0.1|. Procedure details: In 50 ml of methylene chloride was added 15.0 g (35.8 mmol)of glycine ethyl ester hydrochloric acid, followed by addition of 9.2 g (75.3 mmol)of 4-dimethylaminopyridine under ice-cooling. After stirring for 10 minutes, 6.5 ml (39.4 mmol)of benzyloxyacetylchloride was added dropwise under ice-cooling over 30 minutes. The temperature was raised up to room temperature, and the mixture was stirred for 12 hours. To the mixture, 20 ml of methylene chloride was added, and filtered. To the filtrate, 5% ... The reactants are FC1=CC2=C(C(=NO2)C2CCNCC2)C=C1 (6-fluoro-3-(4-piperidinyl)-1,2-benzisoxazole), ClCCCOC1=C(C=C2C=CNC2=C1)OC (6-(3-chloropropoxy)-5-methoxyindole), C(=O)([O-])[O-].[K+].[K+] (K2CO3), C(C)#N (acetonitrile). The solvent is O (water). The product is FC1=CC2=C(C(=NO2)C2CCN(CC2)CCCOC2=C(C=C3C=CNC3=C2)OC)C=C1 (6-Fluoro-3-[1-[3-[(5-methoxy-1H-indol-6-yl)oxy]propyl]-4-piperidinyl]-1,2-benzisoxazole). Isolated yield 90.8%. RXN SMILES: [F:1][C:2]1[CH:16]=[CH:15][C:5]2[C:6]([CH:9]3[CH2:14][CH2:13][NH:12][CH2:11][CH2:10]3)=[N:7][O:8][C:4]=2[CH:3]=1.Cl[CH2:18][CH2:19][CH2:20][O:21][C:22]1[CH:30]=[C:29]2[C:25]([CH:26]=[CH:27][NH:28]2)=[CH:24][C:23]=1[O:31][CH3:32].C([O-])([O-])=O.[K+].[K+].C(#N)C>O>[F:1][C:2]1[CH:16]=[CH:15][C:5]2[C:6]([CH:9]3[CH2:10][CH2:11][N:12]([CH2:18][CH2:19][CH2:20][O:21][C:22]4[CH:30]=[C:29]5[C:25]([CH:26]=[CH:27][NH:28]5)=[CH:24][C:23]=4[O:31][CH3:32])[CH2:13][CH2:14]3)=[N:7][O:8][C:4]=2[CH:3]=1 |f:2.3.4|. Procedure details: A mixture of 6-fluoro-3-(4-piperidinyl)-1,2-benzisoxazole (2.5 g, 11.5 mmol), 6-(3-chloropropoxy)-5-methoxyindole (2.5 g, 10.4 mmol), K2CO3 (1.6 g, 11.5 mmol), KI (200 mg) and acetonitrile (100 ml) was stirred at reflux under nitrogen for 40 hours. The cooled reaction was poured into water and extracted with ethyl acetate. The ethyl acetate extract was washed with water, washed with brine, dried with MgSO4, and concentrated to yield 4.0 g of a solid. The compound was recrystallized from ethanol ... Reactants: solid, Cl.Cl.Cl.O1COC2=C1C=CC=C2N2CCN(CC2)CC[C@@H]2CC[C@H](CC2)N (Trans-4-[2-(4-Benzo[1,3]dioxol-4-yl-piperazin-1-yl)-ethyl]-cyclohexylamine trihydrochloride), Cl.Cl.Cl.O1COC2=C1C=CC=C2N2CCN(CC2)CC[C@@H]2CC[C@H](CC2)N (Trans-4-[2-(4-Benzo[1,3]dioxol-4-yl-piperazin-1-yl)-ethyl]-cyclohexylamine trihydrochloride), O1C2=C(OCC1)C=C(C=C2)C(=O)O (2,3-dihydrobenzo[b][1,4]dioxine-6-carboxylic acid). The product is O1COC2=C1C=CC=C2N2CCN(CC2)CC[C@@H]2CC[C@H](CC2)NC(=O)C2=CC1=C(OCCO1)C=C2 (2,3-Dihydro-benzo[1,4]dioxine-6-carboxylic acid-trans-N-{4-[2-(4-benzo[1,3]dioxol-4-yl-piperazin-1-yl)-ethyl]-cyclohexyl}-amide). RXN SMILES: Cl.Cl.Cl.[O:4]1[C:8]2[CH:9]=[CH:10][CH:11]=[C:12]([N:13]3[CH2:18][CH2:17][N:16]([CH2:19][CH2:20][C@H:21]4[CH2:26][CH2:25][C@H:24]([NH2:27])[CH2:23][CH2:22]4)[CH2:15][CH2:14]3)[C:7]=2[O:6][CH2:5]1.[O:28]1[CH2:33][CH2:32][O:31][C:30]2[CH:34]=[C:35]([C:38](O)=[O:39])[CH:36]=[CH:37][C:29]1=2>>[O:4]1[C:8]2[CH:9]=[CH:10][CH:11]=[C:12]([N:13]3[CH2:18][CH2:17][N:16]([CH2:19][CH2:20][C@H:21]4[CH2:26][CH2:25][C@H:24]([NH:27][C:38]([C:35]5[CH:36]=[CH:37][C:29]6[O:28][CH2:33][CH2:32][O:31][C:30]=6[CH:34]=5)=[O:39])[CH2:23][CH2:22]4)[CH2:15][CH2:14]3)[C:7]=2[O:6][CH2:5]1 |f:0.1.2.3|. Procedure: The title compound, white solid (19 mg, 47.2%), MS (ISP) m/z=494.3 [(M+H)+], was prepared in accordance with the general method of example 1 from Trans-4-[2-(4-Benzo[1,3]dioxol-4-yl-piperazin-1-yl)-ethyl]-cyclohexylamine hydrochloride (Intermediate A) (30 mg, 81.5 mmol) and 2,3-dihydrobenzo[b][1,4]dioxine-6-carboxylic acid.